From a dataset of the Open Reaction Database (ORD), a public repository of structured organic reaction records. describe an organic reaction: reactants, conditions, products, and yield Starting materials: CCCCN, CO, CC(C)c1cc(Oc2c(Cl)cc(N3C(=O)c4ccccc4C3=O)cc2Cl)nn(C)c1=O, O. The product is CC(C)c1cc(Oc2c(Cl)cc(N)cc2Cl)nn(C)c1=O. As a reaction SMILES: [CH2:32]([NH2:33])[CH2:34][CH2:35][CH3:36].[CH3:38][OH:39].[Cl:1][c:2]1[cH:3][c:4]([N:21]2[C:22](=[O:23])[c:24]3[c:25]([cH:26][cH:27][cH:28][cH:29]3)[C:30]2=[O:31])[cH:5][c:6]([Cl:20])[c:7]1[O:8][c:9]1[n:10][n:11]([CH3:19])[c:12](=[O:18])[c:13]([CH:15]([CH3:16])[CH3:17])[cH:14]1.[OH2:37]>>[Cl:1][c:2]1[cH:3][c:4]([NH2:21])[cH:5][c:6]([Cl:20])[c:7]1[O:8][c:9]1[n:10][n:11]([CH3:19])[c:12](=[O:18])[c:13]([CH:15]([CH3:16])[CH3:17])[cH:14]1. Starting materials: Cl.ClC1=CC=C(C(C2=CC=CC=C2)N)C=C1 (rac-4-chlorobenzhydrylamine hydrochloride), C(CNC(=O)C1=CC=CC=C1)(=O)O (hippuric acid). Product: ClC1=CC=C(C=C1)C(C1=CC=CC=C1)NC(=O)CNC(C1=CC=CC=C1)=O (rac-N-({[(4-Chloro-phenyl)-phenyl-methyl]-carbamoyl}-methyl)-benzamide). RXN SMILES: Cl.[Cl:2][C:3]1[CH:16]=[CH:15][C:6]([CH:7]([NH2:14])[C:8]2[CH:13]=[CH:12][CH:11]=[CH:10][CH:9]=2)=[CH:5][CH:4]=1.[C:17](O)(=[O:28])[CH2:18][NH:19][C:20]([C:22]1[CH:27]=[CH:26][CH:25]=[CH:24][CH:23]=1)=[O:21]>>[Cl:2][C:3]1[CH:4]=[CH:5][C:6]([CH:7]([NH:14][C:17]([CH2:18][NH:19][C:20](=[O:21])[C:22]2[CH:27]=[CH:26][CH:25]=[CH:24][CH:23]=2)=[O:28])[C:8]2[CH:13]=[CH:12][CH:11]=[CH:10][CH:9]=2)=[CH:15][CH:16]=1 |f:0.1|. Procedure: Prepared in analogy to example 1.1 from rac-4-chlorobenzhydrylamine hydrochloride and hippuric acid. Reactants: C(C1=CC=CC=C1)OC(=O)C1CCC(CC1)C=O (4-formyl-cyclohexanecarboxylic acid benzyl ester), C[Si](C)(C)[N-][Si](C)(C)C.[Na+] (NaHMDS), [Cl-].COC[P+](C1=CC=CC=C1)(C1=CC=CC=C1)C1=CC=CC=C1 (methoxymethyltriphenylphosphonium chloride), N#N (N2). Run in O1CCCC1 (tetrahydrofuran), O1CCCC1 (tetrahydrofuran). Run at temperature 0 celsius, time 1 hour. Product: C(C1=CC=CC=C1)OC(=O)C1CCC(CC1)C=COC (4-(2-methoxy-vinyl)-cyclohexanecarboxylic acid benzyl ester). Reaction SMILES: C[Si]([N-][Si](C)(C)C)(C)C.[Na+].[Cl-].[CH3:12][O:13][CH2:14][P+](C1C=CC=CC=1)(C1C=CC=CC=1)C1C=CC=CC=1.N#N.[CH2:36]([O:43][C:44]([CH:46]1[CH2:51][CH2:50][CH:49]([CH:52]=O)[CH2:48][CH2:47]1)=[O:45])[C:37]1[CH:42]=[CH:41][CH:40]=[CH:39][CH:38]=1>O1CCCC1>[CH2:36]([O:43][C:44]([CH:46]1[CH2:47][CH2:48][CH:49]([CH:52]=[CH:12][O:13][CH3:14])[CH2:50][CH2:51]1)=[O:45])[C:37]1[CH:38]=[CH:39][CH:40]=[CH:41][CH:42]=1 |f:0.1,2.3|. Procedure: NaHMDS (1.0 M in THF) (466 μL, 466 μmol) was added to a solution of methoxymethyltriphenylphosphonium chloride (160 mg, 466 μmol) in tetrahydrofuran (3.88 mL) at 0° C. in an N2 atmosphere, and the mixture was stirred at 0° C. for one hour. A solution of 4-formyl-cyclohexanecarboxylic acid benzyl ester (cis-trans=4:1 mixture) (95.6 mg, 388 μmol) in tetrahydrofuran (2.00 mL) was added dropwise to the reaction solution at 0° C., and the mixture was stirred for 30 minutes. Thereafter, the reaction m... The reactants are C(=O)([O-])[O-].C(=O)([O-])[O-].OO.OO.OO.[Na+].[Na+].[Na+].[Na+] (sodium percarbonate), N#CN (cyanamide), OO (hydrogen peroxide), peroxide, C(=O)([O-])O[O-].[Na+] (percarbonate), N#CN (cyanamide). Solvent: O (water). Run at temperature 120 fahrenheit. Yields the product N#CN.C(=O)([O-])O[O-].[Na+] (cyanamide percarbonate). Reaction SMILES: [N:1]#[C:2][NH2:3].[C:4]([O:7][O-:8])([O-:6])=[O:5].[Na+:9].OO.C([O-])([O-])=O.C([O-])([O-])=O.OO.OO.OO.[Na+].[Na+].[Na+].[Na+]>O>[N:1]#[C:2][NH2:3].[C:4]([O:7][O-:8])([O-:6])=[O:5].[Na+:9] |f:1.2,4.5.6.7.8.9.10.11.12,14.15.16|. Procedure: To demonstrate the effectiveness of cyanamide in activating a peroxide-based bleach of the percarbonate-type, a test similar to that used in Example 4 was conducted in a Terg-O-Tometer bath maintained at 120° F. containing 8.8 mmoles/l of hydrogen peroxide derived from sodium percarbonate (3Na2CO3 ·2H2O2), 9.1 mmoles/l of cyanamide activator and 1.0 g/l of detergent. The pH of the wash water was 9.8. The ΔR value obtained for the cyanamide/percarbonate combination was 18. Starting materials: CC(C)C1C(=O)OC(=O)N1c1ccc(C(F)(F)F)cc1, OCc1cccc(Oc2ccccc2)n1. Product: CC(C)C(Nc1ccc(C(F)(F)F)cc1)C(=O)O. Reaction SMILES: [F:1][C:2]([c:3]1[cH:4][cH:5][c:6]([N:9]2[C:10](=[O:18])[O:11][C:12](=[O:17])[CH:13]2[CH:14]([CH3:15])[CH3:16])[cH:7][cH:8]1)([F:19])[F:20].[O:21]([c:22]1[n:23][c:24]([CH2:25][OH:26])[cH:27][cH:28][cH:29]1)[c:30]1[cH:31][cH:32][cH:33][cH:34][cH:35]1>>[F:1][C:2]([c:3]1[cH:4][cH:5][c:6]([NH:9][CH:13]([C:12](=[O:11])[OH:17])[CH:14]([CH3:15])[CH3:16])[cH:7][cH:8]1)([F:19])[F:20].